From a dataset of the Open Reaction Database (ORD), a public repository of structured organic reaction records. describe an organic reaction: reactants, conditions, products, and yield The solvent is CO (methanol). Product: NC=1C(=NN(C1)C1OCCCC1)C=1NC2=C(N1)C=C(C(=C2)NCCN(C)C)F (N1-{2-[4-amino-1-(tetrahydropyran-2-yl)-1H-pyrazol-3-yl]-6-fluoro-3H-benzimidazol-5-yl}-N2,N2-dimethylethane-1,2-diamine). As a reaction SMILES: [F:1][C:2]1[C:3]([NH:25][CH2:26][CH2:27][N:28]([CH3:30])[CH3:29])=[CH:4][C:5]2[NH:9][C:8]([C:10]3[C:14]([N+:15]([O-])=O)=[CH:13][N:12]([CH:18]4[CH2:23][CH2:22][CH2:21][CH2:20][O:19]4)[N:11]=3)=[N:7][C:6]=2[CH:24]=1.[H][H]>CO.[Pd]>[NH2:15][C:14]1[C:10]([C:8]2[NH:9][C:5]3[CH:4]=[C:3]([NH:25][CH2:26][CH2:27][N:28]([CH3:29])[CH3:30])[C:2]([F:1])=[CH:24][C:6]=3[N:7]=2)=[N:11][N:12]([CH:18]2[CH2:23][CH2:22][CH2:21][CH2:20][O:19]2)[CH:13]=1. The reagents and catalysts are [Pd] (palladium-on-charcoal). Procedure details: 350 mg of N1-{6-fluoro-2-[4-nitro-1-(tetrahydropyran-2-yl)-1H-pyrazol-3-yl]-3H-benzimidazol-5-yl}-N2,N2-dimethylethane-1,2-diamine in 15 mL of methanol and 40 mg of palladium-on-charcoal are hydrogenated under 1 bar of hydrogen pressure at 22° C. for 16 hours. The reaction medium is filtered through celite and the filtrate is concentrated under reduced pressure in a rotary evaporator. 300 mg of N1-{2-[4-amino-1-(tetrahydropyran-2-yl)-1H-pyrazol-3-yl]-6-fluoro-3H-benzimidazol-5-yl}-N2,N2-dimethyl... Isolated yield 92.3%. The reactants are FC=1C(=CC2=C(N=C(N2)C2=NN(C=C2[N+](=O)[O-])C2OCCCC2)C1)NCCN(C)C (N1-{6-fluoro-2-[4-nitro-1-(tetrahydropyran-2-yl)-1H-pyrazol-3-yl]-3H-benzimidazol-5-yl}-N2,N2-dimethylethane-1,2-diamine), [H][H] (hydrogen). Starting materials: C(CC)NC1CCN(CC1)C(=O)OC(C)(C)C (4-(N-(prop-1-yl)amino)-1-tert-butoxycarbonylpiperidine), C(C1=CC=CC=C1)N=C=O (benzyl isocyanate), C(=O)(C(F)(F)F)O (TFA). Run in C(Cl)Cl (CH2Cl2). Yields the product FC(C(=O)O)(F)F.C(C1=CC=CC=C1)NC(=O)N(CCC)C1CCNCC1 (4-(N-(N-Benzylcarbamoyl)-N-(prop-1-yl)amino)-piperidine trifluoroacetate). RXN SMILES: [CH2:1]([NH:4][CH:5]1[CH2:10][CH2:9][N:8](C(OC(C)(C)C)=O)[CH2:7][CH2:6]1)[CH2:2][CH3:3].[CH2:18]([N:25]=[C:26]=[O:27])[C:19]1[CH:24]=[CH:23][CH:22]=[CH:21][CH:20]=1.[C:28]([OH:34])([C:30]([F:33])([F:32])[F:31])=[O:29]>C(Cl)Cl>[F:31][C:30]([F:33])([F:32])[C:28]([OH:34])=[O:29].[CH2:18]([NH:25][C:26]([N:4]([CH:5]1[CH2:6][CH2:7][NH:8][CH2:9][CH2:10]1)[CH2:1][CH2:2][CH3:3])=[O:27])[C:19]1[CH:24]=[CH:23][CH:22]=[CH:21][CH:20]=1 |f:4.5|. Reported procedure: The title compound was prepared by the reaction of 4-(N-(prop-1-yl)amino)-1-tert-butoxycarbonylpiperidine (from Example 17, Step A) with benzyl isocyanate, followed by treatment of the product with 50% TFA in CH2Cl2 to remove the tert-butoxycarbonyl group, affording the title compound. ESI-MS: 276.1 (M+H). The reactants are FC=1C=CC2=C(C(=C(O2)C(=O)OC)COC)C1 (methyl 5-fluoro-3-(methoxymethyl)-1-benzofuran-2-carboxylate), [Cl-].[Ca+2].[Cl-] (calcium chloride), C[N+]1(CCOCC1)[O-] (4-methylmorpholine N-oxide), [Cl-].[NH4+] (ammonium chloride), [BH4-].[Na+] (sodium borohydride). Reagents/catalysts: [Ru](=O)(=O)(=O)[O-].C(CC)[N+](CCC)(CCC)CCC (tetrapropylammonium perruthenate). The solvent is O1CCCC1 (tetrahydrofuran), C(C)O (ethanol), C(C)#N (acetonitrile). Reaction conditions: time 3 hour. Yields the product FC=1C=CC2=C(C(=C(O2)C=O)COC)C1 (5-fluoro-3-(methoxymethyl)-1-benzofuran-2-carbaldehyde). Isolated yield 53.2%. Reaction SMILES: [F:1][C:2]1[CH:3]=[CH:4][C:5]2[O:9][C:8]([C:10](OC)=[O:11])=[C:7]([CH2:14][O:15][CH3:16])[C:6]=2[CH:17]=1.[Cl-].[Ca+2].[Cl-].[BH4-].[Na+].[Cl-].[NH4+].C[N+]1([O-])CCOCC1>[Ru]([O-])(=O)(=O)=O.C([N+](CCC)(CCC)CCC)CC.C(#N)C.O1CCCC1.C(O)C>[F:1][C:2]1[CH:3]=[CH:4][C:5]2[O:9][C:8]([CH:10]=[O:11])=[C:7]([CH2:14][O:15][CH3:16])[C:6]=2[CH:17]=1 |f:1.2.3,4.5,6.7,9.10|. Procedure details: To a mixture of methyl 5-fluoro-3-(methoxymethyl)-1-benzofuran-2-carboxylate (5.01 g) synthesized above, calcium chloride (4.66 g), ethanol (50 mL) and tetrahydrofuran (50 mL) was added at 0° C. sodium borohydride (3.18 g), and the mixture was stirred at room temperature for 3 hr. Saturated aqueous ammonium chloride solution was added to quench the reaction, the organic solvent was evaporated in an evaporator, and the residue was extracted with ethyl acetate. The extract was washed with saturate... Starting materials: C(C)(=O)[O-].[NH4+] (Ammonium acetate), COCCN(C1=C(C=C(C=C1)C(C)=O)C(F)(F)F)C (1-{4-[(2-Methoxy-ethyl)-methyl-amino]-3-trifluoromethyl-phenyl}-ethanone), C(#N)[BH3-].[Na+] (sodium cyanoborohydride). Solvent: CO (MeOH). Yields the product NC(C)C1=CC(=C(C=C1)N(C)CCOC)C(F)(F)F ([4-(1Amino-ethyl)-2-trifluoromethyl-phenyl]-(2-methoxy-ethyl)-methyl-amine). Isolated yield 26.9%. Reaction SMILES: C([O-])(=O)C.[NH4+].[CH3:6][O:7][CH2:8][CH2:9][N:10]([CH3:24])[C:11]1[CH:16]=[CH:15][C:14]([C:17](=O)[CH3:18])=[CH:13][C:12]=1[C:20]([F:23])([F:22])[F:21].C([BH3-])#[N:26].[Na+]>CO>[NH2:26][CH:17]([C:14]1[CH:15]=[CH:16][C:11]([N:10]([CH2:9][CH2:8][O:7][CH3:6])[CH3:24])=[C:12]([C:20]([F:23])([F:22])[F:21])[CH:13]=1)[CH3:18] |f:0.1,3.4|. Procedure: Ammonium acetate (1.53 g, 19.8 mmol) was added to a solution of the compound from step 1 (545 mg, 1.98 mmol) in MeOH (8 mL). After stirring at RT overnight sodium cyanoborohydride (149 mg, 2.38 mmol) was added and the reaction was refluxed for 6 h. The solvent was evaporated and the solid, redissolved in ethyl acetate, was extracted with water. The organic layer was separated, washed with brine, dried over sodium sulphate, filtered, evaporated and purified by preparative HPLC. The relevant fract... Starting materials: Nc1cnc(Oc2cc3ccccc3cn2)c(Cl)c1, O=S(=O)(Cl)c1ccc(OC(F)(F)F)cc1. The product is O=S(=O)(Nc1cnc(Oc2cc3ccccc3cn2)c(Cl)c1)c1ccc(OC(F)(F)F)cc1. Reaction SMILES: [Cl:1][c:2]1[cH:3][c:4]([NH2:19])[cH:5][n:6][c:7]1[O:8][c:9]1[n:10][cH:11][c:12]2[cH:13][cH:14][cH:15][cH:16][c:17]2[cH:18]1.[F:20][C:21]([O:22][c:23]1[cH:24][cH:25][c:26]([S:29](=[O:30])(=[O:31])[Cl:32])[cH:27][cH:28]1)([F:33])[F:34]>>[Cl:1][c:2]1[cH:3][c:4]([NH:19][S:29]([c:26]2[cH:25][cH:24][c:23]([O:22][C:21]([F:20])([F:33])[F:34])[cH:28][cH:27]2)(=[O:30])=[O:31])[cH:5][n:6][c:7]1[O:8][c:9]1[n:10][cH:11][c:12]2[cH:13][cH:14][cH:15][cH:16][c:17]2[cH:18]1. Starting materials: ClC=1C=C(C=CC1SC=1N(C=CN1)C)NC1=C(C=NC2=CC(=C(C=C12)OCCOC)F)C#N (4-({3-chloro-4-[(1-methyl-1H-imidazole-2-yl)sulfanyl]phenyl}amino)-7-fluoro-6-(2-methoxyethoxy)-3-quinolinecarbonitrile), 4-(1-pyrrolidinylpiperidine), CN1C(CCC1)=O (1-methyl 2-pyrrolidinone). Conditions: temperature 105 celsius. Yields the product N1(CCCC1)C1CCN(CC1)C1=NC2=CC=CC=C2C=C1C#N (4-pyrrolidin-1-ylpiperidin-1-yl quinoline-3-carbonitrile). RXN SMILES: ClC1C=C(N[C:16]2[C:25]3[C:20](=[CH:21][C:22](F)=[C:23](OCCOC)[CH:24]=3)[N:19]=[CH:18][C:17]=2[C:32]#[N:33])C=CC=1SC1N(C)C=CN=1.[CH3:34][N:35]1[CH2:39][CH2:38][CH2:37][C:36]1=O>>[N:35]1([CH:34]2[CH2:21][CH2:20][N:19]([C:18]3[C:17]([C:32]#[N:33])=[CH:16][C:25]4[C:20](=[CH:21][CH:22]=[CH:23][CH:24]=4)[N:19]=3)[CH2:18][CH2:17]2)[CH2:39][CH2:38][CH2:37][CH2:36]1. Reported procedure: Following the procedure of Example 11, a mixture of 150 mg (0.31 mmol) of 4-({3-chloro-4-[(1-methyl-1H-imidazole-2-yl)sulfanyl]phenyl}amino)-7-fluoro-6-(2-methoxyethoxy)-3-quinolinecarbonitrile and 287 mg (1.86 mmol) of 4-(1-pyrrolidinylpiperidine) in 1 mL of 1-methyl 2-pyrrolidinone is heated at 105° C. for 17 hours to yield the crude product. Purification by silica gel chromatography (gradient 98:2 methylene chloride/methanol to 4:1 methylene chloride/methanol) gives 120 mg of 4-({3-chloro-4-[... Reactants: Cc1ccc(C)c(Sc2ccc(C#N)cc2S(=O)(=O)Cl)c1, CN(C)C1CCNCC1, ClCCl. Product: Cc1ccc(C)c(Sc2ccc(C#N)cc2S(=O)(=O)N2CCC(N(C)C)CC2)c1. Reaction SMILES: [C:1](#[N:2])[c:3]1[cH:4][cH:5][c:6]([S:13][c:14]2[c:15]([CH3:21])[cH:16][cH:17][c:18]([CH3:20])[cH:19]2)[c:7]([S:9](=[O:10])(=[O:11])[Cl:12])[cH:8]1.[CH3:22][N:23]([CH:24]1[CH2:25][CH2:26][NH:27][CH2:28][CH2:29]1)[CH3:30].[Cl:31][CH2:32][Cl:33]>>[C:1](#[N:2])[c:3]1[cH:4][cH:5][c:6]([S:13][c:14]2[c:15]([CH3:21])[cH:16][cH:17][c:18]([CH3:20])[cH:19]2)[c:7]([S:9](=[O:10])(=[O:11])[N:27]2[CH2:26][CH2:25][CH:24]([N:23]([CH3:22])[CH3:30])[CH2:29][CH2:28]2)[cH:8]1.